From a dataset of the Open Reaction Database (ORD), a public repository of structured organic reaction records. describe an organic reaction: reactants, conditions, products, and yield Reactants: COC(=O)c1cc(Cl)ccc1NC(=O)CSCC(=O)O, Nc1cccc(-c2ccoc2)c1. Yields the product COC(=O)c1cc(Cl)ccc1NC(=O)CSCC(=O)Nc1cccc(-c2ccoc2)c1. Reaction SMILES: [Cl:13][c:14]1[cH:15][c:16]([C:29](=[O:30])[O:31][CH3:32])[c:17]([NH:20][C:21]([CH2:22][S:23][CH2:24][C:25](=[O:26])[OH:27])=[O:28])[cH:18][cH:19]1.[o:1]1[cH:2][c:3](-[c:6]2[cH:7][c:8]([NH2:9])[cH:10][cH:11][cH:12]2)[cH:4][cH:5]1>>[o:1]1[cH:2][c:3](-[c:6]2[cH:7][c:8]([NH:9][C:25]([CH2:24][S:23][CH2:22][C:21]([NH:20][c:17]3[c:16]([C:29](=[O:30])[O:31][CH3:32])[cH:15][c:14]([Cl:13])[cH:19][cH:18]3)=[O:28])=[O:26])[cH:10][cH:11][cH:12]2)[cH:4][cH:5]1. Reactants: C(C)OC(CCCCOC1=CC=C(C=C1)C1=CCCCCCC1)=O (5-[p-(1-cyclooctenyl)-phenoxy]-pentanoic acid ethyl ester), [H][H] (hydrogen). The reagents and catalysts are [Pd] (palladium on charcoal). Solvent: C(C)O (ethanol). Yields the product C(C)OC(CCCCOC1=CC=C(C=C1)C1CCCCCCC1)=O (5-(p-cyclooctyl-phenoxy)-pentanoic acid ethyl ester). As a reaction SMILES: [CH2:1]([O:3][C:4](=[O:24])[CH2:5][CH2:6][CH2:7][CH2:8][O:9][C:10]1[CH:15]=[CH:14][C:13]([C:16]2[CH2:23][CH2:22][CH2:21][CH2:20][CH2:19][CH2:18][CH:17]=2)=[CH:12][CH:11]=1)[CH3:2].[H][H]>[Pd].C(O)C>[CH2:1]([O:3][C:4](=[O:24])[CH2:5][CH2:6][CH2:7][CH2:8][O:9][C:10]1[CH:15]=[CH:14][C:13]([CH:16]2[CH2:23][CH2:22][CH2:21][CH2:20][CH2:19][CH2:18][CH2:17]2)=[CH:12][CH:11]=1)[CH3:2]. Procedure details: 2 g of palladium on charcoal (5% strength) are added to a solution of 20 g of 5-[p-(1-cyclooctenyl)-phenoxy]-pentanoic acid ethyl ester in 100 ml of ethanol and hydrogenation is carried out at room temperature and normal pressure until one equivalent of hydrogen has been absorbed. The catalyst is then filtered off and the filtrate is evaporated to dryness in vacuo. Distillation of the evaporation residue in a high vacuum gives 5-(p-cyclooctyl-phenoxy)-pentanoic acid ethyl ester of boiling point ... Reactants: CC1=C2C(=NC=NC2=CC=C1)SC (5-methyl-4-(methylthio)quinazoline), CC(C)(C#N)N=NC(C)(C)C#N (AIBN), C1CC(=O)N(C1=O)Br (NBS), N(=[N+]=[N-])[C@H]1[C@@H](CNCC1)O ((3R,4R)-4-azidopiperidin-3-ol), TEA. The solvent is C(Cl)(Cl)(Cl)Cl (CCl4). Reaction conditions: temperature 80 celsius, time 1 hour. The product is N(=[N+]=[N-])[C@H]1[C@@H](CN(CC1)CC1=C2C(=NC=NC2=CC=C1)SC)O ((3R,4R)-4-azido-1-((4-(methylthio)quinazolin-5-yl)methyl)piperidin-3-ol). Isolated yield 73.1%. Reaction SMILES: [CH3:1][C:2]1[CH:11]=[CH:10][CH:9]=[C:8]2[C:3]=1[C:4]([S:12][CH3:13])=[N:5][CH:6]=[N:7]2.CC(N=NC(C#N)(C)C)(C#N)C.C1C(=O)N(Br)C(=O)C1.[N:34]([C@@H:37]1[CH2:42][CH2:41][NH:40][CH2:39][C@H:38]1[OH:43])=[N+:35]=[N-:36]>C(Cl)(Cl)(Cl)Cl>[N:34]([C@@H:37]1[CH2:42][CH2:41][N:40]([CH2:1][C:2]2[CH:11]=[CH:10][CH:9]=[C:8]3[C:3]=2[C:4]([S:12][CH3:13])=[N:5][CH:6]=[N:7]3)[CH2:39][C@H:38]1[OH:43])=[N+:35]=[N-:36]. Reported procedure: To a mixture of 1C (1.19 g, 6.25 mmol), AIBN (111.2 mg, 0.625 mmol), and NBS (1.129 g, 6.875 mmol) under N2 was added CCl4 (30 ml). The mixture was degassed under vacuum, purged with nitrogen (2×) and heated to 80° C. for 40 min. After cooling to room temperature, the solid was removed by filtration and the filtrate was concentrated under reduced pressure. The residue was dissolved in dichloroethane (30 ml). (3R,4R)-4-azidopiperidin-3-ol (976 mg, 6.875 mmol), (prepared as described in U.S. paten... Reactants: N1(C=NC=C1)CCCN (3-Imidazol-1-yl-propylamine), OC1=C(C=O)C=C(C=C1)C (2-Hydroxy-5-methyl-benzaldehyde), C[Si](C)(C)N=[N+]=[N-] (Trimethylsilylazide), [N+](#[C-])C1CC1 (Isocyano-cyclopropane). The solvent is CO (methanol). Run at time 48 hour. Product: C1(CC1)N1N=NN=C1C(C1=C(C=CC(=C1)C)O)NCCCN1C=NC=C1 (2-[(1-Cyclopropyl-1H-tetrazol-5-yl)-(3-imidazol-1-yl-propylamino)-methyl]-4-methyl-phenol). RXN SMILES: [N:1]1([CH2:6][CH2:7][CH2:8][NH2:9])[CH:5]=[CH:4][N:3]=[CH:2]1.[OH:10][C:11]1[CH:18]=[CH:17][C:16]([CH3:19])=[CH:15][C:12]=1[CH:13]=O.C[Si]([N:24]=[N+:25]=[N-:26])(C)C.[N+:27]([CH:29]1[CH2:31][CH2:30]1)#[C-:28]>CO>[CH:29]1([N:27]2[C:28]([CH:13]([NH:9][CH2:8][CH2:7][CH2:6][N:1]3[CH:5]=[CH:4][N:3]=[CH:2]3)[C:12]3[CH:15]=[C:16]([CH3:19])[CH:17]=[CH:18][C:11]=3[OH:10])=[N:26][N:25]=[N:24]2)[CH2:31][CH2:30]1. Procedure: 3-Imidazol-1-yl-propylamine (1 mmol) and 2-Hydroxy-5-methyl-benzaldehyde (1 mmol) were combined in methanol (2 ml, dry). After 2 hours Trimethylsilylazide (5 mmol) and Isocyano-cyclopropane (mmol) was added. The reaction was stirred at room temperature for 48 h. After evaporation of the solvent the residue was purified with chromatographic methods. Reactants: ClC=1N=NC(=C(N1)NC1=C(C=CC=C1)S(=O)(=O)C(C)C)Cl (3,6-dichloro-N-[2-(propan-2-ylsulfonyl)phenyl]-1,2,4-triazin-5-amine), CP(=O)(C)C1=CC(=C(N)C=C1)C (4-(Dimethylphosphoryl)-2-methylaniline), C12(C(=O)CC(CC1)C2(C)C)CS(=O)(=O)O (camphorsulfonic acid). Solvent: CC(C)O (2-propanol), ClCCl (dichloromethane). Product: ClC1=C(N=C(N=N1)NC1=C(C=C(C=C1)P(=O)(C)C)C)NC1=C(C=CC=C1)S(=O)(=O)C(C)C (6-chloro-N3-[4-(dimethylphosphoryl)-2-methylphenyl]-N5-[2-(propan-2-ylsulfonyl)phenyl]-1,2,4-triazine-3,5-diamine). As a reaction SMILES: Cl[C:2]1[N:3]=[N:4][C:5]([Cl:21])=[C:6]([NH:8][C:9]2[CH:14]=[CH:13][CH:12]=[CH:11][C:10]=2[S:15]([CH:18]([CH3:20])[CH3:19])(=[O:17])=[O:16])[N:7]=1.[CH3:22][P:23]([C:26]1[CH:32]=[CH:31][C:29]([NH2:30])=[C:28]([CH3:33])[CH:27]=1)([CH3:25])=[O:24].C12(CS(O)(=O)=O)C(C)(C)C(CC1)CC2=O>CC(O)C.ClCCl>[Cl:21][C:5]1[N:4]=[N:3][C:2]([NH:30][C:29]2[CH:31]=[CH:32][C:26]([P:23]([CH3:25])([CH3:22])=[O:24])=[CH:27][C:28]=2[CH3:33])=[N:7][C:6]=1[NH:8][C:9]1[CH:14]=[CH:13][CH:12]=[CH:11][C:10]=1[S:15]([CH:18]([CH3:20])[CH3:19])(=[O:17])=[O:16]. Procedure details: A mixture of 3,6-dichloro-N-[2-(propan-2-ylsulfonyl)phenyl]-1,2,4-triazin-5-amine (prepared as in Example 106: 0.7 mmol), 4-(Dimethylphosphoryl)-2-methylaniline (0.7 mmol) and camphorsulfonic acid (0.7 equiv.), is refluxed for 20-48 hours in 2-propanol. The reaction mixture is allowed to cool to room temperature, dissolved in dichloromethane and washed with an aqueous solution of Na2CO3.